From a dataset of the Open Reaction Database (ORD), a public repository of structured organic reaction records. describe an organic reaction: reactants, conditions, products, and yield Starting materials: S(O)(O)(=O)=O (sulphuric acid), CC(CCO)CCCC(C)C (3,7-dimethyloctanol). The reagents and catalysts are [O-2].[O-2].[O-2].[Cr+6] (chromium trioxide). Solvent: O (water), CC(=O)C (acetone). Conditions: temperature 50 celsius, time 8 hour. Yields the product CC(CC(=O)O)CCCC(C)C (3,7-Dimethyloctanoic Acid). RXN SMILES: S(=O)(=O)(O)[OH:2].[CH3:6][CH:7]([CH2:11][CH2:12][CH2:13][CH:14]([CH3:16])[CH3:15])[CH2:8][CH2:9][OH:10]>O.CC(C)=O.[O-2].[O-2].[O-2].[Cr+6]>[CH3:6][CH:7]([CH2:11][CH2:12][CH2:13][CH:14]([CH3:16])[CH3:15])[CH2:8][C:9]([OH:2])=[O:10] |f:4.5.6.7|. Procedure: A solution of chromium trioxide (55.5 g, 0.555 mol) in water (68 ml) and 2M-sulphuric acid (12 ml) was added dropwise to a solution of 3,7-dimethyloctanol (43.7 g, 0.308 mol) in acetone (100 ml), the temperature was maintained at 40-60° C. and the reaction mixture was left stirring overnight. Acetone was carefully removed in vacuo, the reaction mixture was diluted in water and washed with diethyl ether (2×200 ml). The ethereal solution was washed with 10% sodium hydroxyde solution (200 ml); and ... Reaction SMILES: [CH2:1]([c:2]1[cH:3][cH:4][cH:5][cH:6][cH:7]1)[S:8][c:9]1[c:10]([CH3:16])[c:11]([Br:15])[cH:12][cH:13][cH:14]1.[CH3:29][c:30]1[cH:31][cH:32][cH:33][cH:34][cH:35]1.[Cu:36][I:37].[K+:23].[K+:24].[O-:25][C:26]([O-:27])=[O:28].[O:17]=[C:18]1[CH2:19][CH2:20][CH2:21][NH:22]1>>[CH2:1]([c:2]1[cH:3][cH:4][cH:5][cH:6][cH:7]1)[S:8][c:9]1[c:10]([CH3:16])[c:11]([N:22]2[C:18](=[O:17])[CH2:19][CH2:20][CH2:21]2)[cH:12][cH:13][cH:14]1. Starting materials: Cc1c(Br)cccc1SCc1ccccc1, Cc1ccccc1, [Cu]I, [K+], [K+], O=C([O-])[O-], O=C1CCCN1. Yields the product Cc1c(SCc2ccccc2)cccc1N1CCCC1=O. The product is O=C(O)COc1ccc(C2C(CCOc3ccc(F)cc3)C(=O)N2c2ccc(F)cc2)cc1. As a reaction SMILES: [CH:38]([OH:39])=[O:40].[F:1][c:2]1[cH:3][cH:4][c:5]([N:8]2[C:9](=[O:37])[CH:10]([CH2:27][CH2:28][O:29][c:30]3[cH:31][cH:32][c:33]([F:36])[cH:34][cH:35]3)[CH:11]2[c:12]2[cH:13][cH:14][c:15]([O:18][CH2:19][C:20](=[O:21])[O:22][C:23]([CH3:24])([CH3:25])[CH3:26])[cH:16][cH:17]2)[cH:6][cH:7]1>>[F:1][c:2]1[cH:3][cH:4][c:5]([N:8]2[C:9](=[O:37])[CH:10]([CH2:27][CH2:28][O:29][c:30]3[cH:31][cH:32][c:33]([F:36])[cH:34][cH:35]3)[CH:11]2[c:12]2[cH:13][cH:14][c:15]([O:18][CH2:19][C:20](=[O:21])[OH:22])[cH:16][cH:17]2)[cH:6][cH:7]1. The reactants are O=CO, CC(C)(C)OC(=O)COc1ccc(C2C(CCOc3ccc(F)cc3)C(=O)N2c2ccc(F)cc2)cc1. Starting materials: CCN(CC)C(=O)c1ccc(C(O)c2cccc(O[Si](C)(C)C(C)(C)C)c2)cc1, ClCCl, O=[Cr](=O)([O-])Cl, c1cc[nH+]cc1. Product: CCN(CC)C(=O)c1ccc(C(=O)c2cccc(O[Si](C)(C)C(C)(C)C)c2)cc1. Reaction SMILES: [C:12]([CH3:13])([CH3:14])([CH3:15])[Si:16]([O:17][c:18]1[cH:19][c:20]([CH:21]([OH:22])[c:23]2[cH:24][cH:25][c:26]([C:27](=[O:28])[N:29]([CH2:30][CH3:31])[CH2:32][CH3:33])[cH:34][cH:35]2)[cH:36][cH:37][cH:38]1)([CH3:39])[CH3:40].[Cl:41][CH2:42][Cl:43].[O:1]=[Cr:2]([Cl:3])([O-:4])=[O:5].[nH+:6]1[cH:7][cH:8][cH:9][cH:10][cH:11]1>>[C:12]([CH3:13])([CH3:14])([CH3:15])[Si:16]([O:17][c:18]1[cH:19][c:20]([C:21](=[O:22])[c:23]2[cH:24][cH:25][c:26]([C:27](=[O:28])[N:29]([CH2:30][CH3:31])[CH2:32][CH3:33])[cH:34][cH:35]2)[cH:36][cH:37][cH:38]1)([CH3:39])[CH3:40]. Reactants: C(C)(=O)N1CCNCC1 (1-Acetylpiperazine), [I-].[K+] (potassium iodide), ClCCCl (1,2-dichloroethane), C([O-])([O-])=O.[Na+].[Na+] (sodium carbonate). Run in CC(C(C)=O)C (3-methyl-2-butanone). Product: C(C)(=O)N1CCN(CC1)CCCl (2-(4-acetylpiperazino)-ethyl chloride). As a reaction SMILES: [C:1]([N:4]1[CH2:9][CH2:8][NH:7][CH2:6][CH2:5]1)(=[O:3])[CH3:2].[Cl:10][CH2:11][CH2:12]Cl.C(=O)([O-])[O-].[Na+].[Na+].[I-].[K+]>CC(C)C(=O)C>[C:1]([N:4]1[CH2:9][CH2:8][N:7]([CH2:12][CH2:11][Cl:10])[CH2:6][CH2:5]1)(=[O:3])[CH3:2] |f:2.3.4,5.6|. Reported procedure: 1-Acetylpiperazine (1.28 g, 10 mmoles), 1,2-dichloroethane (5 g, 50 mmoles), anhydrous sodium carbonate (2.5 g) and potassium iodide (25 mg) are combined in 40 ml of 3-methyl-2-butanone and refluxed for 16 hours. The reaction mixture is evaporated to dryness in vacuo and the residue distributed between 100 ml of water and 150 ml of methylene chloride. The methylene chloride layer is dried over anhydrous magnesium sulfate and evaporated to dryness to yield 2-(4-acetylpiperazino)-ethyl chloride.